describe an organic reaction: reactants, conditions, products, and yield From a dataset of the Open Reaction Database (ORD), a public repository of structured organic reaction records. Reactants: C1CC(=O)N(C1=O)I (NIS), COC(=O)C1=CC=2N(C=C1)C=CN2 (imidazo[1,2-a]pyridine-7-carboxylic acid methyl ester). Run in C(C)#N (acetonitrile). Run at time 8 hour. Yields the product COC(=O)C1=CC=2N(C=C1)C(=CN2)I (3-iodo-imidazo[1,2-a]pyridine-7-carboxylic acid methyl ester). The yield is 88.0%. Reaction SMILES: C1C(=O)N([I:8])C(=O)C1.[CH3:9][O:10][C:11]([C:13]1[CH:18]=[CH:17][N:16]2[CH:19]=[CH:20][N:21]=[C:15]2[CH:14]=1)=[O:12]>C(#N)C>[CH3:9][O:10][C:11]([C:13]1[CH:18]=[CH:17][N:16]2[C:19]([I:8])=[CH:20][N:21]=[C:15]2[CH:14]=1)=[O:12]. Procedure details: NIS (1.5 eq, 1.06 mmol, 238 mg) was added in one portion to a stirred solution of imidazo[1,2-a]pyridine-7-carboxylic acid methyl ester (0.705 mmol, 124 mg) in acetonitrile (3 mL). The resulting mixture was stirred overnight. The resulting precipitate was filtered and washed with ethyl acetate. Drying in vacuo at room temperature afforded 3-iodo-imidazo[1,2-a]pyridine-7-carboxylic acid methyl ester in 88% yield. m/z (M+H)=303.1.